Dataset: the Open Reaction Database (ORD), a public repository of structured organic reaction records. Task: describe an organic reaction: reactants, conditions, products, and yield Reactants: Cl[C@H]1[C@@H](CC2=CC=CC=C12)NC(=O)OCC (trans-1-Chloro-2-ethoxycarbonylaminoindane), C(C=1C(N)=CC=CC1)(=O)OC (methyl anthranilate). Run in CCOCC (ether). Run at time 5 hour. The product is COC(=O)C1=C(N[C@H]2[C@@H](CC3=CC=CC=C23)NC(=O)OCC)C=CC=C1 (trans-1-(2-Methoxycarbonylanilino)-2-ethoxycarbonylaminoindane). Isolated yield 58.0%. Reaction SMILES: Cl[C@@H:2]1[C:10]2[C:5](=[CH:6][CH:7]=[CH:8][CH:9]=2)[CH2:4][C@H:3]1[NH:11][C:12]([O:14][CH2:15][CH3:16])=[O:13].[C:17]([O:26][CH3:27])(=[O:25])[C:18]1[C:19](=[CH:21][CH:22]=[CH:23][CH:24]=1)[NH2:20]>CCOCC>[CH3:27][O:26][C:17]([C:18]1[CH:24]=[CH:23][CH:22]=[CH:21][C:19]=1[NH:20][C@@H:2]1[C:10]2[C:5](=[CH:6][CH:7]=[CH:8][CH:9]=2)[CH2:4][C@H:3]1[NH:11][C:12]([O:14][CH2:15][CH3:16])=[O:13])=[O:25]. Reported procedure: trans-1-Chloro-2-ethoxycarbonylaminoindane (20 g, 0.084 moles) was treated with methyl anthranilate (60 ml) and stirred under nitrogen at 60° for 5 hr. The resulting viscous mixture was diluted with ether (500 ml), washed exhaustively with 2.5N HCl (8×250 ml), and then with saturated sodium bicarbonate followed by brine. After drying (Na2SO4) and concentration in vacuo a brown solid (25.7 g) was obtained. Crystallisation from pentane/ether afforded the title compound (14 g; 58%) m.p. 108°-110°. ... The reactants are Cn1nc(-c2ccccc2)c(Br)c1-c1ccccc1, CCCCS, Cl, c1ccc2ncccc2c1, c1ccncc1. Yields the product CCCCSc1c(-c2ccccc2)nn(C)c1-c1ccccc1. RXN SMILES: [Br:1][c:2]1[c:3](-[c:14]2[cH:15][cH:16][cH:17][cH:18][cH:19]2)[n:4][n:5]([CH3:13])[c:6]1-[c:7]1[cH:8][cH:9][cH:10][cH:11][cH:12]1.[CH2:20]([CH2:21][CH2:22][CH3:23])[SH:24].[ClH:35].[cH:25]1[cH:26][c:27]2[c:28]([n:29][cH:30][cH:31][cH:32]2)[cH:33][cH:34]1.[cH:36]1[cH:37][cH:38][n:39][cH:40][cH:41]1>>[c:2]1([S:24][CH2:20][CH2:21][CH2:22][CH3:23])[c:3](-[c:14]2[cH:15][cH:16][cH:17][cH:18][cH:19]2)[n:4][n:5]([CH3:13])[c:6]1-[c:7]1[cH:8][cH:9][cH:10][cH:11][cH:12]1. Starting materials: CN(C(C1=C(C=CC(=C1)[C@@H]1N=NN=C1)OC)=O)CC(CC=C)C1=CC=CC=C1 ((S)-N-methyl-N-(2-phenylpent-4-enyl)-2-methoxy-5-(4H-triazol-4-yl)benzamide), I(=O)(=O)(=O)[O-].[Na+] (sodium metaperiodate), CC(=O)C (acetone), C[N+]1(CCOCC1)[O-] (N-methylmorpholine N-oxide). Reagents/catalysts: [Os](=O)(=O)(=O)=O (osmium tetraoxide). The solvent is CO.ClCCl (methanol dichloromethane), ClCCl (dichloromethane), C(C)(C)(C)O (t-butanol), O1CCCC1.O (tetrahydrofuran water), O (water). Reaction conditions: time 36 hour. Product: CN(C(C1=C(C=CC(=C1)[C@@H]1N=NN=C1)OC)=O)CC(CC=O)C1=CC=CC=C1 ((S)-N-methyl-N-(2-phenyl-4-oxobutyl)-2-methoxy-5-(4H-triazol-4-yl)benzamide). RXN SMILES: [CH3:1][N:2]([CH2:18][CH:19]([C:23]1[CH:28]=[CH:27][CH:26]=[CH:25][CH:24]=1)[CH2:20][CH:21]=C)[C:3](=[O:17])[C:4]1[CH:9]=[C:8]([C@H:10]2[CH:14]=[N:13][N:12]=[N:11]2)[CH:7]=[CH:6][C:5]=1[O:15][CH3:16].CC(C)=[O:31].C[N+]1([O-])CCOCC1.I([O-])(=O)(=O)=O.[Na+]>ClCCl.[Os](=O)(=O)(=O)=O.CO.ClCCl.O1CCCC1.O.O.C(O)(C)(C)C>[CH3:1][N:2]([CH2:18][CH:19]([C:23]1[CH:28]=[CH:27][CH:26]=[CH:25][CH:24]=1)[CH2:20][CH:21]=[O:31])[C:3](=[O:17])[C:4]1[CH:9]=[C:8]([C@H:10]2[CH:14]=[N:13][N:12]=[N:11]2)[CH:7]=[CH:6][C:5]=1[O:15][CH3:16] |f:3.4,7.8,9.10|. Procedure details: Combine (S)-N-methyl-N-(2-phenylpent-4-enyl)-2-methoxy-5-(4H-triazol-4-yl)benzamide (1.03 g, 2.74 mmol), acetone (15 mL, t-butanol (7.5 mL), water (7.5 mL), and a solution of N-methylmorpholine N-oxide (0.74 mL, 50% in water, 3.56 mmol). Add a solution of osmium tetraoxide (1.0 mL, 4% in water). After 36 hours, evaporate in vacuo to remove most of the acetone and extract the evaporated reaction mixture with dichloromethane. Extract the organic layer with an aqueous 10% solution of sodium thiosul...